This data is from the Open Reaction Database (ORD), a public repository of structured organic reaction records. The task is: describe an organic reaction: reactants, conditions, products, and yield Reactants: N1N=NC=C1 (1,2,3-triazole), ClCOCC(=O)OC (methyl chloromethoxyacetate), 40. The product is N1(N=NC=C1)COCC(=O)OC (Methyl 1,2,3-triazol-1-ylmethoxyacetate). Reaction SMILES: [NH:1]1[CH:5]=[CH:4][N:3]=[N:2]1.Cl[CH2:7][O:8][CH2:9][C:10]([O:12][CH3:13])=[O:11]>>[N:1]1([CH2:7][O:8][CH2:9][C:10]([O:12][CH3:13])=[O:11])[CH:5]=[CH:4][N:3]=[N:2]1. Reported procedure: The title compound was prepared from 1,2,3-triazole and methyl chloromethoxyacetate by a similar method to that of Preparation 40 as a colourless oil which was characterised by NMR. 1H-NMR (300 MHz, CDCl3): δ=3.76 (s,3H), 4.16 (s,2H), 5.84 (s,2H), 7.80 (d,2H) ppm. The reactants are Cl.N=1CCN2C1SC1=C2C=C(C=C1)C(=O)C1=CC=CC=C1 ((2,3-dihydroimidazo[2,1-b]benzothiazol-6-yl)phenylmethanone monohydrochloride), C[O-].[Na+] (sodium methoxide), CO (methanol), [BH4-].[Na+] (sodium borohydride). The solvent is O (water). Reaction conditions: time 5 minute. Product: C1(=CC=CC=C1)C(O)C=1C=CC2=C(N3C(S2)=NCC3)C1 (2,3-dihydro-α-phenylimidazo[2,1-b]benzothiazole-6-methanol). RXN SMILES: Cl.[N:2]1[CH2:3][CH2:4][N:5]2[C:9]3[CH:10]=[C:11]([C:14]([C:16]4[CH:21]=[CH:20][CH:19]=[CH:18][CH:17]=4)=[O:15])[CH:12]=[CH:13][C:8]=3[S:7][C:6]=12.C[O-].[Na+].CO.[BH4-].[Na+]>O>[C:16]1([CH:14]([C:11]2[CH:12]=[CH:13][C:8]3[S:7][C:6]4=[N:2][CH2:3][CH2:4][N:5]4[C:9]=3[CH:10]=2)[OH:15])[CH:17]=[CH:18][CH:19]=[CH:20][CH:21]=1 |f:0.1,2.3,5.6|. Reported procedure: To a stirred mixture of 4 parts of (2,3-dihydroimidazo[2,1-b]benzothiazol-6-yl)phenylmethanone monohydrochloride, 3 parts of sodium methoxide and 60 parts of methanol are added portionwise 1.5 parts of sodium borohydride. Upon completion, stirring is continued for 5 minutes at reflux temperature. The reaction mixture is cooled and upon the addition of water, the product is allowed to crystallize. It is filtered off and recrystallized from 4-methyl-2-pentanone. The product is filtered off and dri... The reactants are CC1=C(OC2=C1C(=CC=C2)OCCCNCC=2C=NC=CC2)CO ((3-methyl-4-{3-[(pyridin-3-ylmethyl)-amino]-propoxy}-benzofuran-2-yl)-methanol), C(CC1=CC=CC=C1)S (phenethyl mercaptan), FC(C(=O)O)(F)F (trifluoroacetic acid). The solvent is C(Cl)Cl (CH2Cl2). Conditions: time 2.5 hour. Yields the product CC1=C(OC2=C1C(=CC=C2)OCCCNCC=2C=NC=CC2)CSCCC2=CC=CC=C2 ([3-(3-Methyl-2-phenethylsulfanylmethyl-benzofuran-4-yloxy)-propyl]-pyridin-3-ylmethyl-amine). Isolated yield 97.0%. As a reaction SMILES: [CH3:1][C:2]1[C:6]2[C:7]([O:11][CH2:12][CH2:13][CH2:14][NH:15][CH2:16][C:17]3[CH:18]=[N:19][CH:20]=[CH:21][CH:22]=3)=[CH:8][CH:9]=[CH:10][C:5]=2[O:4][C:3]=1[CH2:23]O.[CH2:25]([SH:33])[CH2:26][C:27]1[CH:32]=[CH:31][CH:30]=[CH:29][CH:28]=1.FC(F)(F)C(O)=O>C(Cl)Cl>[CH3:1][C:2]1[C:6]2[C:7]([O:11][CH2:12][CH2:13][CH2:14][NH:15][CH2:16][C:17]3[CH:18]=[N:19][CH:20]=[CH:21][CH:22]=3)=[CH:8][CH:9]=[CH:10][C:5]=2[O:4][C:3]=1[CH2:23][S:33][CH2:25][CH2:26][C:27]1[CH:32]=[CH:31][CH:30]=[CH:29][CH:28]=1. Procedure details: To a solution of the compound in Example 11 (20 mg, 0.06 mmol) and phenethyl mercaptan (30 mg) in anhydrous CH2Cl2 (0.9 ml) was added trifluoroacetic acid (TFA, 0.2 ml). The mixture was stirred at room temperature for 2.5 hours. The solvent was removed under reduced pressure. The residue was purified over preparative TLC (CH2Cl2/MeOH=100/1) to give the desired compound (26 mg, 95%) as a colorless oil. FAB-MS: m/z 446 (MH+); 1H-NMR (CDCl3): δ 2.10 (2H, m), 2.32 (3H, s), 2.79-2.97 (6H, m), 3.54 (2... Reactants: C(C1=CC=CC=C1)NCP(OCC)(OCC)=O (diethyl (benzylamino)methylphosphonate), BrCC(=O)OCC (ethyl 2-bromoacetate), C(C1=CC=CC=C1)NCP(OCC)(OCC)=O (diethyl (benzylamino)methylphosphonate), CCN(C(C)C)C(C)C (DIEA). Solvent: C(C)#N (acetonitrile). Product: C(C1=CC=CC=C1)N(CC(=O)OCC)CP(=O)(OCC)OCC (ethyl 2-(benzyl((diethoxyphosphoryl)methyl)amino)acetate). RXN SMILES: [CH2:1]([NH:8][CH2:9][P:10](=[O:17])([O:14][CH2:15][CH3:16])[O:11][CH2:12][CH3:13])[C:2]1[CH:7]=[CH:6][CH:5]=[CH:4][CH:3]=1.CCN(C(C)C)C(C)C.Br[CH2:28][C:29]([O:31][CH2:32][CH3:33])=[O:30]>C(#N)C>[CH2:1]([N:8]([CH2:9][P:10]([O:14][CH2:15][CH3:16])([O:11][CH2:12][CH3:13])=[O:17])[CH2:28][C:29]([O:31][CH2:32][CH3:33])=[O:30])[C:2]1[CH:3]=[CH:4][CH:5]=[CH:6][CH:7]=1. Procedure: Into a 500-mL 3-necked round-bottom flask, was placed a solution of diethyl (benzylamino)methylphosphonate (intermediate 5.2) (12 g, 46.69 mmol, 1.00 equiv) in acetonitrile (150 mL), DIEA (12 g, 2.00 equiv). This was followed by the addition of ethyl 2-bromoacetate (8.4 g, 50.30 mmol, 1.10 equiv) dropwise with stirring. The mixture was stirred for 30 min at room temperature. The resulting solution was heated to reflux for 6 hr. The resulting mixture was cooled to room temperature and concentrate... Reactants: Brc1cccc(Br)n1, [Li]CCCC, C1CCOC1, [Cl-], [NH4+], CN(C)C=O. The product is O=Cc1cccc(Br)n1. Reaction SMILES: [Br:6][c:7]1[n:8][c:9]([Br:13])[cH:10][cH:11][cH:12]1.[CH2:1]([Li:2])[CH2:3][CH2:4][CH3:5].[CH2:21]1[O:22][CH2:23][CH2:24][CH2:25]1.[Cl-:19].[NH4+:20].[O:14]=[CH:15][N:16]([CH3:17])[CH3:18]>>[c:7]1([CH:15]=[O:14])[n:8][c:9]([Br:13])[cH:10][cH:11][cH:12]1. Reactants: ClC1=NC=CC(=N1)N[C@@H]1C2=C(OC([C@@]1(C)O)(C)C)C=CC(=C2)S(=O)(=O)C2=CC(=CC=C2)OC ((3S,4R)-4-(2-Chloropyrimidin-4-yl)amino-3,4-dihydro-3-hydroxy-6-(3-methoxyphenyl)sulphonyl-2,2,3-trimethyl-2H-benzo[b]pyran), B(Br)(Br)Br (boron tribromide). The solvent is ClCCl (dichloromethane). Reaction conditions: time 24 hour. Yields the product ClC1=NC=CC(=N1)N[C@@H]1C2=C(OC([C@@]1(C)O)(C)C)C=CC(=C2)S(=O)(=O)C2=CC(=CC=C2)O ((3S,4R)-4-(2-chloropyrimidin-4-yl)amino-3,4-dihydro-3-hydroxy-6-(3-hydroxyphenyl)sulphonyl-2,2,3-trimethyl-2H-benzo[b]pyran). Isolated yield 55.1%. As a reaction SMILES: [Cl:1][C:2]1[N:7]=[C:6]([NH:8][C@H:9]2[C@@:14]([OH:16])([CH3:15])[C:13]([CH3:18])([CH3:17])[O:12][C:11]3[CH:19]=[CH:20][C:21]([S:23]([C:26]4[CH:31]=[CH:30][CH:29]=[C:28]([O:32]C)[CH:27]=4)(=[O:25])=[O:24])=[CH:22][C:10]2=3)[CH:5]=[CH:4][N:3]=1.B(Br)(Br)Br>ClCCl>[Cl:1][C:2]1[N:7]=[C:6]([NH:8][C@H:9]2[C@@:14]([OH:16])([CH3:15])[C:13]([CH3:18])([CH3:17])[O:12][C:11]3[CH:19]=[CH:20][C:21]([S:23]([C:26]4[CH:31]=[CH:30][CH:29]=[C:28]([OH:32])[CH:27]=4)(=[O:25])=[O:24])=[CH:22][C:10]2=3)[CH:5]=[CH:4][N:3]=1. Procedure: (3S,4R)-4-(2-Chloropyrimidin-4-yl)amino-3,4-dihydro-3-hydroxy-6-(3-methoxyphenyl)sulphonyl-2,2,3-trimethyl-2H-benzo[b]pyran (0.23 g) (see Preparation 19) was dissolved in dichloromethane (25 ml) (the flask was fitted with a calcium chloride drying tube) and boron tribromide (1 ml) was added. The mixture was stirred at room temperature for 24 hours and a precipitate was formed. The dichloromethane was decanted off, the solid taken up in 1N aqueous sodium hydroxide and washed with ethyl acetate. T...